From a dataset of the Open Reaction Database (ORD), a public repository of structured organic reaction records. describe an organic reaction: reactants, conditions, products, and yield Reactants: CCCCOc1nc(C(F)(F)F)ccc1C=CC(=O)O, Cl, CS(=O)(=O)Nc1c(F)cc(CN)cc1C(F)(F)F. Yields the product CCCCOc1nc(C(F)(F)F)ccc1C=CC(=O)NCc1cc(F)c(NS(C)(=O)=O)c(C(F)(F)F)c1. As a reaction SMILES: [CH2:20]([CH2:21][CH2:22][CH3:23])[O:24][c:25]1[n:26][c:27]([C:36]([F:37])([F:38])[F:39])[cH:28][cH:29][c:30]1[CH:31]=[CH:32][C:33](=[O:34])[OH:35].[ClH:19].[NH2:1][CH2:2][c:3]1[cH:4][c:5]([F:18])[c:6]([NH:13][S:14](=[O:15])(=[O:16])[CH3:17])[c:7]([C:9]([F:10])([F:11])[F:12])[cH:8]1>>[NH:1]([CH2:2][c:3]1[cH:4][c:5]([F:18])[c:6]([NH:13][S:14](=[O:15])(=[O:16])[CH3:17])[c:7]([C:9]([F:10])([F:11])[F:12])[cH:8]1)[C:33]([CH:32]=[CH:31][c:30]1[c:25]([O:24][CH2:20][CH2:21][CH2:22][CH3:23])[n:26][c:27]([C:36]([F:37])([F:38])[F:39])[cH:28][cH:29]1)=[O:34]. Starting materials: CC=1C=C(SC1)CCNC(C)=O (N-[2-(4-Methyl-thiophen-2-yl)-ethyl]-acetamide), O=P12OP3(=O)OP(=O)(O1)OP(=O)(O2)O3 (phosphorus pentoxide). Product: CC1=CSC2=C1C(=NCC2)C (3,4-Dimethyl-6,7-dihydro-thieno[3,2-c]pyridine). As a reaction SMILES: [CH3:1][C:2]1[CH:3]=[C:4]([CH2:7][CH2:8][NH:9][C:10](=O)[CH3:11])[S:5][CH:6]=1.O=P12OP3(OP(OP(O3)(O1)=O)(=O)O2)=O>>[CH3:1][C:2]1[C:3]2[C:10]([CH3:11])=[N:9][CH2:8][CH2:7][C:4]=2[S:5][CH:6]=1. Procedure details: In close analogy to the procedure described above, N-[2-(4-Methyl-thiophen-2-yl)-ethyl]-acetamide is reacted with phosphorus pentoxide to provide the title compound. The reactants are CC(CCC1C(NS(N1C)(=O)=O)=O)(C)Cl (4-(3-methyl-3-chlorobutyl)-5-methyl-1,2,5-thiadiazolidin-3-one 1,1-dioxide), C1(=CC=CC=C1)SCCl (phenylthiomethyl chloride), ice water. The reagents and catalysts are [Br-].C(CCC)[N+](CCCC)(CCCC)CCCC (tetrabutylammonium bromide), CCCC[N+](CCCC)(CCCC)CCCC.[Br-] (TBAB). Solvent: CN(C)C=O (DMF). Run at temperature 100 celsius, time 4 hour. Product: C1(=CC=CC=C1)SCN1S(N(C(C1=O)CCC(C)(Cl)C)C)(=O)=O (2-phenylthiomethyl-4- (3-methyl-3-chlorobutyl) -5-methyl-1,2,5-thiadiazolidin-3-one 1,1-dioxide). Isolated yield 37.8%. RXN SMILES: [CH3:1][C:2]([Cl:15])([CH3:14])[CH2:3][CH2:4][CH:5]1[N:9]([CH3:10])[S:8](=[O:12])(=[O:11])[NH:7][C:6]1=[O:13].[C:16]1([S:22][CH2:23]Cl)[CH:21]=[CH:20][CH:19]=[CH:18][CH:17]=1>[Br-].C([N+](CCCC)(CCCC)CCCC)CCC.CN(C=O)C>[C:16]1([S:22][CH2:23][N:7]2[C:6](=[O:13])[CH:5]([CH2:4][CH2:3][C:2]([CH3:1])([Cl:15])[CH3:14])[N:9]([CH3:10])[S:8]2(=[O:12])=[O:11])[CH:21]=[CH:20][CH:19]=[CH:18][CH:17]=1 |f:2.3|. Reported procedure: A mixture of 4-(3-methyl-3-chlorobutyl)-5-methyl-1,2,5-thiadiazolidin-3-one 1,1-dioxide (2.5 g, 9.81 mmol), phenylthiomethyl chloride (2.18 g, 13.74 mmol) and tetrabutylammonium bromide (0.369 g, 1.145 mmol) suspended in 150 ml of DMF was heated at 100° C. for 18 hours. After adding additional TBAB (0.369 g), the mixture was stirred at 95° C. for 4 hours, cooled, and poured into ice/water. The reaction mixture was extracted with ethyl acetate and the organic layer was washed with water and brine... Reactants: CC1S[C@H]2N(C(=C1)C(=O)OCC(Cl)(Cl)Cl)C(C2NC(C(C(CBr)=O)=NO)=O)=O (2,2,2-trichloroethyl 2-methyl-7-(2-hydroxyimino-3-oxo-4-bromobutyramido)-3-cephem-4-carboxylate), [N+](=[N-])=C (diazomethane). The solvent is C(C)O (ethanol), C(C)OCC (diethyl ether). The product is CC1S[C@H]2N(C(=C1)C(=O)OCC(Cl)(Cl)Cl)C(C2NC(C(C(CBr)=O)=NOC)=O)=O (2,2,2-trichloroethyl 2-methyl-7-(2-methoxyimino-3-oxo-4-bromobutyramido)-3-cephem-4-carboxylate). RXN SMILES: [CH3:1][CH:2]1[CH:7]=[C:6]([C:8]([O:10][CH2:11][C:12]([Cl:15])([Cl:14])[Cl:13])=[O:9])[N:5]2[C:16](=[O:28])[CH:17]([NH:18][C:19](=[O:27])[C:20](=[N:25][OH:26])[C:21](=[O:24])[CH2:22][Br:23])[C@H:4]2[S:3]1.[N+](=[CH2:31])=[N-]>C(O)C.C(OCC)C>[CH3:1][CH:2]1[CH:7]=[C:6]([C:8]([O:10][CH2:11][C:12]([Cl:13])([Cl:14])[Cl:15])=[O:9])[N:5]2[C:16](=[O:28])[CH:17]([NH:18][C:19](=[O:27])[C:20](=[N:25][O:26][CH3:31])[C:21](=[O:24])[CH2:22][Br:23])[C@H:4]2[S:3]1. Procedure details: To a solution of 2,2,2-trichloroethyl 2-methyl-7-(2-hydroxyimino-3-oxo-4-bromobutyramido)-3-cephem-4-carboxylate (a mixture of syn and anti isomers) (1.2 g.) in ethanol (20 ml.) was added dropwise a solution of diazomethane (0.1 mole) in diethyl ether under stirring and ice-cooling to complete the reaction. After the reaction mixture was concentrated under reduced pressure, the residue was pulverized in diisopropyl ether, collected by filtration and then dried to give brown powder of 2,2,2-trich... The reactants are CC1C(CCCC1)=O (2-methylcyclohexanone), ICC(C)C (1-iodo-2-methyl-propane), CC1(C(CCCC1)=O)C (2,2-dimethyl-cyclohexanone). The product is C(C(C)C)C1(C(CCCC1)=O)C (2-isobutyl-2-methyl-cyclohexanone). As a reaction SMILES: [CH3:1][CH:2]1[CH2:7][CH2:6][CH2:5][CH2:4][C:3]1=[O:8].I[CH2:10][CH:11]([CH3:13])[CH3:12].CC1(C)CCCCC1=O>>[CH2:10]([C:2]1([CH3:1])[CH2:7][CH2:6][CH2:5][CH2:4][C:3]1=[O:8])[CH:11]([CH3:13])[CH3:12]. Reported procedure: The alkylation of 2-methylcyclohexanone with 1-iodo-2-methyl-propane takes place in a manner similar to that described above for the preparation of 2,2-dimethyl-cyclohexanone. The reactants are [H][H] (hydrogen), 25, [N+](=O)([O-])C1=C(C(=O)OCC)C=CC(=C1)OCC1=CC=CC=C1 (ethyl 2-nitro-4-(phenylmethoxy)benzoate). The reagents and catalysts are [Ni] (Raney-nickel). Solvent: C(C)O (ethanol). The product is 14.5, NC1=C(C(=O)OCC)C=CC(=C1)OCC1=CC=CC=C1 (ethyl 2-amino-4-(phenylmethoxy)benzoate). Yield: 65.0%. RXN SMILES: [N+:1]([C:4]1[CH:14]=[C:13]([O:15][CH2:16][C:17]2[CH:22]=[CH:21][CH:20]=[CH:19][CH:18]=2)[CH:12]=[CH:11][C:5]=1[C:6]([O:8][CH2:9][CH3:10])=[O:7])([O-])=O.[H][H]>[Ni].C(O)C>[NH2:1][C:4]1[CH:14]=[C:13]([O:15][CH2:16][C:17]2[CH:22]=[CH:21][CH:20]=[CH:19][CH:18]=2)[CH:12]=[CH:11][C:5]=1[C:6]([O:8][CH2:9][CH3:10])=[O:7]. Procedure details: A mixture of 25 parts of ethyl 2-nitro-4-(phenylmethoxy)benzoate and 160 parts of ethanol was hydrogenated at normal pressure and at room temperature with 5 parts of Raney-nickel catalyst. After the calculated amount of hydrogen was taken up, the catalyst was filtered off and the filtrate was evaporated. The residue was purified by column chromatography over silica gel using a mixture of trichloromethane and methanol (95.5 by volume) as eluent. The pure fractions were collected and the eluent wa... Starting materials: C(C)(C)(C)[C@@H]1CC[C@H](CC1)C(=O)O (trans-4-tert-butyl-cyclohexanecarboxylic acid), C[Li] (methyl lithium). Run in C(C)OCC (ethyl ether). Product: C(C)(C)(C)[C@@H]1CC[C@H](CC1)C(C)=O (1-(trans-4-tert-butyl-cyclohexyl)-ethanone). Isolated yield 84.4%. Reaction SMILES: [C:1]([C@H:5]1[CH2:10][CH2:9][C@H:8]([C:11]([OH:13])=O)[CH2:7][CH2:6]1)([CH3:4])([CH3:3])[CH3:2].[CH3:14][Li]>C(OCC)C>[C:1]([C@H:5]1[CH2:6][CH2:7][C@H:8]([C:11](=[O:13])[CH3:14])[CH2:9][CH2:10]1)([CH3:2])([CH3:3])[CH3:4]. Procedure details: To trans-4-tert-butyl-cyclohexanecarboxylic acid (921 mg, 5.0 mmol) in ethyl ether (35 mL) was added methyl lithium (1.6 M in ethyl ether, 7.1 mL, 11.4 mmol) to produce 1-(trans-4-tert-butyl-cyclohexyl)-ethanone (769 mg, 4.22 mmol, 84%) following a method analogous to General Procedure A1. Workup involved treatment of the reaction mixture with water (50 mL), and the organic portion was washed with aq NaHCO3 and then brine, and dried over sodium sulfate. Solvent evaporation under reduced pressure... Reactants: CO (methanol), [BH4-].[Li+] (lithium borohydride), C=1C=CC(=CC1)[C@H](C(=O)O)N ((R)-phenylglycine), C[Si](Cl)(C)C (trimethylchlorosilane). Run in O1CCCC1 (tetrahydrofuran). Product: N[C@@H](CO)C1=CC=CC=C1 ((R)-2-Amino-2-phenylethanol). Reaction SMILES: [BH4-].[Li+].C[Si](C)(C)Cl.[CH:8]1[CH:9]=[CH:10][C:11]([C@@H:14]([NH2:18])[C:15](O)=[O:16])=[CH:12][CH:13]=1.CO>O1CCCC1>[NH2:18][C@H:14]([C:11]1[CH:12]=[CH:13][CH:8]=[CH:9][CH:10]=1)[CH2:15][OH:16] |f:0.1|. Procedure details: 20 g (920 mmol) of lithium borohydride are dissolved in 420 ml of absolute tetrahydrofuran. 233.5 ml (1.84 mol) of trimethylchlorosilane are added dropwise, while stirring, and 69.5 g (0.46 mol) of (R)-phenylglycine are then added in portions within the space of 4 hours. The reaction mixture is stirred at room temperature overnight. 690 ml of methanol are then added and the mixture is stirred at room temperature for 2 hours and concentrated in vacuo. The residue is dissolved, while stirring, in ... Reactants: CCCn1c(=O)[nH]c(N)c(N=O)c1=O, N, [Na+], [Na+], O=S([O-])S(=O)[O-]. Yields the product CCCn1c(=O)[nH]c(N)c(N)c1=O. As a reaction SMILES: [NH2:1][c:2]1[c:3]([N:13]=[O:14])[c:4](=[O:12])[n:5]([CH2:9][CH2:10][CH3:11])[c:6](=[O:8])[nH:7]1.[NH3:23].[Na+:21].[Na+:22].[S:15]([S:16]([O-:17])=[O:18])([O-:19])=[O:20]>>[NH2:1][c:2]1[c:3]([NH2:13])[c:4](=[O:12])[n:5]([CH2:9][CH2:10][CH3:11])[c:6](=[O:8])[nH:7]1.